This data is from the Open Reaction Database (ORD), a public repository of structured organic reaction records. The task is: describe an organic reaction: reactants, conditions, products, and yield Reaction SMILES: [Cl:1][C:2]([C:3](=[O:4])[Cl:5])([Cl:6])[Cl:7].[Na+:13].[Na+:14].[O-:15][C:16](=[O:17])[O-:18].[OH2:19].[nH:8]1[cH:9][cH:10][cH:11][cH:12]1>>[Cl:1][C:2]([C:3](=[O:4])[c:9]1[nH:8][cH:12][cH:11][cH:10]1)([Cl:6])[Cl:7]. The product is O=C(c1ccc[nH]1)C(Cl)(Cl)Cl. Starting materials: O=C(Cl)C(Cl)(Cl)Cl, [Na+], [Na+], O=C([O-])[O-], O, c1cc[nH]c1.